From a dataset of the Open Reaction Database (ORD), a public repository of structured organic reaction records. describe an organic reaction: reactants, conditions, products, and yield Reactants: [BH3-]C#N, C1CCNC1, CCO, COc1cc(Nc2nc3n(n2)CCC(=O)CC3c2ccc(F)cc2)ccc1-n1cnc(Cl)c1, O=C(O)C(F)(F)F, O=C(O)C(F)(F)F, [Na+]. The product is COc1cc(Nc2nc3n(n2)CCC(N2CCCC2)CC3c2ccc(F)cc2)ccc1-n1cnc(Cl)c1. As a reaction SMILES: [C:46]([BH3-:47])#[N:48].[CH2:41]1[CH2:42][CH2:43][NH:44][CH2:45]1.[CH3:57][CH2:58][OH:59].[Cl:8][c:9]1[n:10][cH:11][n:12](-[c:14]2[c:15]([O:39][CH3:40])[cH:16][c:17]([NH:20][c:21]3[n:22][n:23]4[c:24]([n:38]3)[CH:25]([c:31]3[cH:32][cH:33][c:34]([F:37])[cH:35][cH:36]3)[CH2:26][C:27](=[O:30])[CH2:28][CH2:29]4)[cH:18][cH:19]2)[cH:13]1.[F:1][C:2]([F:3])([F:4])[C:5]([OH:6])=[O:7].[F:50][C:51]([F:52])([F:53])[C:54]([OH:55])=[O:56].[Na+:49]>>[Cl:8][c:9]1[n:10][cH:11][n:12](-[c:14]2[c:15]([O:39][CH3:40])[cH:16][c:17]([NH:20][c:21]3[n:22][n:23]4[c:24]([n:38]3)[CH:25]([c:31]3[cH:32][cH:33][c:34]([F:37])[cH:35][cH:36]3)[CH2:26][CH:27]([N:44]3[CH2:43][CH2:42][CH2:41][CH2:45]3)[CH2:28][CH2:29]4)[cH:18][cH:19]2)[cH:13]1. Reactants: ClC=1C2=C(N=CN1)SC1=C2CCN(C1)C(=O)OC(C)(C)C (tert-Butyl 4-chloro-5,8-dihydropyrido[4′,3′:4,5]thieno[2,3-d]pyrimidine-7(6H)-carboxylate), Cl.NC=1C=C(C(=C(C1)O)Cl)Cl (5-Amino-2,3-dichlorophenol hydrochloride). The product is Cl.ClC1=C(C=C(C=C1Cl)NC=1C2=C(N=CN1)SC1=C2CCNC1)O (2,3-Dichloro-5-(5,6,7,8-tetrahydropyrido[4′,3′:4,5]thieno[2,3-d]pyrimidin-4-ylamino)phenol hydrochloride). Reaction SMILES: [Cl:1][C:2]1[C:3]2[C:10]3[CH2:11][CH2:12][N:13](C(OC(C)(C)C)=O)[CH2:14][C:9]=3[S:8][C:4]=2[N:5]=[CH:6][N:7]=1.Cl.[NH2:23][C:24]1[CH:25]=[C:26]([Cl:32])[C:27]([Cl:31])=[C:28]([OH:30])[CH:29]=1>>[ClH:1].[Cl:31][C:27]1[C:26]([Cl:32])=[CH:25][C:24]([NH:23][C:2]2[C:3]3[C:10]4[CH2:11][CH2:12][NH:13][CH2:14][C:9]=4[S:8][C:4]=3[N:5]=[CH:6][N:7]=2)=[CH:29][C:28]=1[OH:30] |f:1.2,3.4|. Procedure details: The title compound was prepared in analogy to Example 65A from tert-butyl 4-chloro-5,8-dihydropyrido[4′,3′:4,5]thieno[2,3-d]pyrimidine-7(6H)-carboxylate from Example 11A (300 mg, 0.92 mmol) and 5-amino-2,3-dichlorophenol hydrochloride from Example 68A (296 mg, 1.38 mmol) to yield 395 mg (99%).